Dataset: the Open Reaction Database (ORD), a public repository of structured organic reaction records. Task: describe an organic reaction: reactants, conditions, products, and yield The reactants are C1(CCCC1)N1C=NC2=C1C=C(C=C2)N (3-cyclopentyl-5-aminobenzimidazole), BrBr (Br2), CO.C(Cl)Cl (MeOH CH2Cl2), N (NH3). Solvent: CC(=O)O (AcOH), CC(=O)O (AcOH). Product: C1(CCCC1)N1C=NC2=C1C(=C(C=C2)N)Br (3-Cyclopentyl-4-bromo-5-aminobenzimidazole). The yield is 50.0%. As a reaction SMILES: [CH:1]1([N:6]2[C:10]3[CH:11]=[C:12]([NH2:15])[CH:13]=[CH:14][C:9]=3[N:8]=[CH:7]2)[CH2:5][CH2:4][CH2:3][CH2:2]1.[Br:16]Br.N.CO.C(Cl)Cl>CC(O)=O>[CH:1]1([N:6]2[C:10]3[C:11]([Br:16])=[C:12]([NH2:15])[CH:13]=[CH:14][C:9]=3[N:8]=[CH:7]2)[CH2:5][CH2:4][CH2:3][CH2:2]1 |f:3.4|. Procedure: To a solution of 3-cyclopentyl-5-aminobenzimidazole (1.0 g, 5.0 mmol) in 20 ml of AcOH was added solution of Br2 in AcOH until it produces a precipitation. The reaction mixture was concentrated in vacuo to provide a brown solid which was subjected to column chromatography (5% NH3 sat'd MeOH/CH2Cl2) to provide 0.70 g (2.5 mmol, 50%) of the product. Reactants: S(=O)(Cl)Cl (thionyl chloride), CN(C)C=O (DMF), BrC1=C2C=CC=C(C2=CC(=C1)Br)C(=O)Cl (5,7-dibromo-1-naphthalenecarboxylic acid chloride), Cl.COCN (methoxymethylamine hydrochloride). Run in C(C)N(CC)CC (triethylamine). Product: C(C)(=O)C1=CC=CC2=C(C=C(C=C12)Br)Br (1-acetyl-5,7-dibromonaphthalene). Reaction SMILES: S(Cl)(Cl)=O.[CH3:5]N(C=O)C.[Br:10][C:11]1[CH:20]=[C:19]([Br:21])[CH:18]=[C:17]2[C:12]=1[CH:13]=[CH:14][CH:15]=[C:16]2[C:22](Cl)=[O:23].Cl.COCN>C(N(CC)CC)C>[C:22]([C:16]1[C:17]2[C:12](=[C:11]([Br:10])[CH:20]=[C:19]([Br:21])[CH:18]=2)[CH:13]=[CH:14][CH:15]=1)(=[O:23])[CH3:5] |f:3.4|. Procedure details: The 1-acetyl-5,7-dibromonaphthalene used in the foregoing procedure was prepared by dibromination of benz[cd]-indol-2(1H)-one with bromine in glacial acetic acid to give 41 g of 6,8-dibromobenz[cd]indol-2(1H)-one, m.p. 259°-260° C. The latter (12.8 g) was heated under reflux for one hour in two liters of 5% potassium hydroxide, the reaction mixture was cooled, filtered and then treated with 2.8 g of a solution of sodium nitrite in 50 ml of water. The resulting solution, cooled to 0° C., was adde... Reactants: FC(C(=O)O)(F)F.NCCOC1=CC(OC2=C1C=CC=C2)=O (4-(2-Amino-ethoxy)-1-benzopyran-2-one trifluoroacetate), C(C)(C)N(CC)C(C)C (Diisopropylethylamine), C(C)(C)(C)OC(=O)NC(=NC(=O)OC(C)(C)C)N1N=CC=C1 (N,N′-Bis(tert-butoxycarbonyl)-1-H-pyrazole-1-carboxamidine). Solvent: C(C)#N (acetonitrile). Product: FC(C(=O)O)(F)F.O=C1OC2=C(C(=C1)OCCNC(=N)N)C=CC=C2 (N-[2-(2-Oxo-2H-1-benzopyran-4-yloxy)-ethyl]-guanidine Trifluoroacetic acid salt). As a reaction SMILES: [F:1][C:2]([F:7])([F:6])[C:3]([OH:5])=[O:4].[NH2:8][CH2:9][CH2:10][O:11][C:12]1[C:17]2[CH:18]=[CH:19][CH:20]=[CH:21][C:16]=2[O:15][C:14](=[O:22])[CH:13]=1.C(N(C(C)C)CC)(C)C.C(OC([NH:39][C:40](N1C=CC=N1)=[N:41]C(OC(C)(C)C)=O)=O)(C)(C)C>C(#N)C>[F:1][C:2]([F:7])([F:6])[C:3]([OH:5])=[O:4].[O:22]=[C:14]1[CH:13]=[C:12]([O:11][CH2:10][CH2:9][NH:8][C:40]([NH2:41])=[NH:39])[C:17]2[CH:18]=[CH:19][CH:20]=[CH:21][C:16]=2[O:15]1 |f:0.1,5.6|. Run at time 30 minute. Reported procedure: 4-(2-Amino-ethoxy)-1-benzopyran-2-one trifluoroacetate (0.313 mmol, 100 mg) is placed in a small vial along with 2 mL of acetonitrile. Diisopropylethylamine is added dropwise until the pH of the solution is ˜9 by pH paper. N,N′-Bis(tert-butoxycarbonyl)-1-H-pyrazole-1-carboxamidine (0.24 mmol, 74.5 mg) is added and the reaction is mixed at ambient temperature for 5 hrs. The reaction mixture is concentrated in vacuo, then is redissolved in neat TFA and is stirred at ambient temperature for 30 min.... Isolated yield 40.4%. Starting materials: BrCc1ccccc1, O=C([O-])[O-], CC(C)=O, [K+], [K+], Cc1cc(C=O)ccc1O. Product: Cc1cc(C=O)ccc1OCc1ccccc1. RXN SMILES: [Br:11][CH2:12][c:13]1[cH:14][cH:15][cH:16][cH:17][cH:18]1.[C:19](=[O:20])([O-:21])[O-:22].[CH3:25][C:26](=[O:27])[CH3:28].[K+:23].[K+:24].[OH:1][c:2]1[c:3]([CH3:10])[cH:4][c:5]([CH:6]=[O:7])[cH:8][cH:9]1>>[O:1]([c:2]1[c:3]([CH3:10])[cH:4][c:5]([CH:6]=[O:7])[cH:8][cH:9]1)[CH2:12][c:13]1[cH:14][cH:15][cH:16][cH:17][cH:18]1. Starting materials: CC(C)CCOc1ccc(C(CC(=O)OCc2ccccc2)C(=O)OC(C)(C)C)cc1, Cc1ccccc1. Product: CC(C)CCOc1ccc(C(CC(=O)OCc2ccccc2)C(=O)O)cc1. RXN SMILES: [CH2:1]([CH2:2][CH:3]([CH3:4])[CH3:5])[O:6][c:7]1[cH:8][cH:9][c:10]([CH:13]([C:14](=[O:15])[O:16][C:17]([CH3:18])([CH3:19])[CH3:20])[CH2:21][C:22](=[O:23])[O:24][CH2:25][c:26]2[cH:27][cH:28][cH:29][cH:30][cH:31]2)[cH:11][cH:12]1.[CH3:32][c:33]1[cH:34][cH:35][cH:36][cH:37][cH:38]1>>[CH2:1]([CH2:2][CH:3]([CH3:4])[CH3:5])[O:6][c:7]1[cH:8][cH:9][c:10]([CH:13]([C:14](=[O:15])[OH:16])[CH2:21][C:22](=[O:23])[O:24][CH2:25][c:26]2[cH:27][cH:28][cH:29][cH:30][cH:31]2)[cH:11][cH:12]1.